describe an organic reaction: reactants, conditions, products, and yield From a dataset of the Open Reaction Database (ORD), a public repository of structured organic reaction records. Starting materials: C1CCOC1, CC1(C)OCC(c2cnc(NC(=O)C(CC3CCOCC3)c3ccc(S(=O)(=O)C4CC4)c(C4CC4)c3)cn2)O1, Cl. The product is O=C(Nc1cnc(C(O)CO)cn1)C(CC1CCOCC1)c1ccc(S(=O)(=O)C2CC2)c(C2CC2)c1. As a reaction SMILES: [CH2:41]1[O:42][CH2:43][CH2:44][CH2:45]1.[CH:1]1([c:4]2[cH:5][c:6]([CH:16]([C:17](=[O:18])[NH:19][c:20]3[n:21][cH:22][c:23]([CH:26]4[O:27][C:28]([CH3:31])([CH3:32])[O:29][CH2:30]4)[n:24][cH:25]3)[CH2:33][CH:34]3[CH2:35][CH2:36][O:37][CH2:38][CH2:39]3)[cH:7][cH:8][c:9]2[S:10](=[O:11])(=[O:12])[CH:13]2[CH2:14][CH2:15]2)[CH2:2][CH2:3]1.[ClH:40]>>[CH:1]1([c:4]2[cH:5][c:6]([CH:16]([C:17](=[O:18])[NH:19][c:20]3[n:21][cH:22][c:23]([CH:26]([OH:27])[CH2:30][OH:29])[n:24][cH:25]3)[CH2:33][CH:34]3[CH2:35][CH2:36][O:37][CH2:38][CH2:39]3)[cH:7][cH:8][c:9]2[S:10](=[O:11])(=[O:12])[CH:13]2[CH2:14][CH2:15]2)[CH2:2][CH2:3]1.